describe an organic reaction: reactants, conditions, products, and yield From a dataset of the Open Reaction Database (ORD), a public repository of structured organic reaction records. Reactants: [Cl-], O=[N+]([O-])c1cc2c(C=Cc3ccc(F)cc3)nn(C(c3ccccc3)(c3ccccc3)c3ccccc3)c2cc1F, [Fe], [NH4+], O. Product: Nc1cc2c(C=Cc3ccc(F)cc3)nn(C(c3ccccc3)(c3ccccc3)c3ccccc3)c2cc1F. RXN SMILES: [Cl-:42].[F:1][c:2]1[c:3]([N+:39]([O-:40])=[O:41])[cH:4][c:5]2[c:6]([CH:30]=[CH:31][c:32]3[cH:33][cH:34][c:35]([F:38])[cH:36][cH:37]3)[n:7][n:8]([C:11]([c:12]3[cH:13][cH:14][cH:15][cH:16][cH:17]3)([c:18]3[cH:19][cH:20][cH:21][cH:22][cH:23]3)[c:24]3[cH:25][cH:26][cH:27][cH:28][cH:29]3)[c:9]2[cH:10]1.[Fe:44].[NH4+:43].[OH2:45]>>[F:1][c:2]1[c:3]([NH2:39])[cH:4][c:5]2[c:6]([CH:30]=[CH:31][c:32]3[cH:33][cH:34][c:35]([F:38])[cH:36][cH:37]3)[n:7][n:8]([C:11]([c:12]3[cH:13][cH:14][cH:15][cH:16][cH:17]3)([c:18]3[cH:19][cH:20][cH:21][cH:22][cH:23]3)[c:24]3[cH:25][cH:26][cH:27][cH:28][cH:29]3)[c:9]2[cH:10]1.